Task: describe an organic reaction: reactants, conditions, products, and yield. Dataset: the Open Reaction Database (ORD), a public repository of structured organic reaction records Reactants: OC1=C(C=C(C(=O)OC)C=C1)CCC (Methyl 4-hydroxy-3-propylbenzoate), C(=O)([O-])[O-].[Cs+].[Cs+] (Cs2CO3), BrCC1CCCCC1 (bromomethyl cyclohexane). The solvent is CN(C)C=O (DMF). Run at temperature 50 celsius. Yields the product C1(CCCCC1)COC1=C(C=C(C(=O)OC)C=C1)CCC (Methyl 4-(cyclohexylmethyloxy)-3-propylbenzoate). RXN SMILES: [OH:1][C:2]1[CH:11]=[CH:10][C:5]([C:6]([O:8][CH3:9])=[O:7])=[CH:4][C:3]=1[CH2:12][CH2:13][CH3:14].C([O-])([O-])=O.[Cs+].[Cs+].Br[CH2:22][CH:23]1[CH2:28][CH2:27][CH2:26][CH2:25][CH2:24]1>CN(C=O)C>[CH:23]1([CH2:22][O:1][C:2]2[CH:11]=[CH:10][C:5]([C:6]([O:8][CH3:9])=[O:7])=[CH:4][C:3]=2[CH2:12][CH2:13][CH3:14])[CH2:28][CH2:27][CH2:26][CH2:25][CH2:24]1 |f:1.2.3|. Procedure: To a solution of 22-4 (915 mg, 5.0 mmol) in 10 mL of DMF was added 1.78 g (5.50 mmol) of Cs2CO3 followed by 0.68 mL (4.9 mmol) of bromomethyl cyclohexane. The resulting solution was then heated at 50° C. for 24 h. The solvent was distilled under reduced pressure and the residue was taken up in 20 mL of EtOAc. The organic phase was extracted with 1N NaOH (2×50 mL), water (5×5 mL) and brine (5 mL), dried (MgSO4) and concentrated to afford 22-5 as an oil. Starting materials: C(CCC)[Li] (butyllithium), ICC=1C=CC(=C(C1)[N+](=O)[O-])C(C)(C)C (5-iodomethyl-2-t-butyl-1-nitrobenzene), [Cl-].[NH4+] (ammonium chloride), CC1=CC=C(C=C1)C(C(CCCCCC)=S(=O)=O)SC (1-[2-(4-methylphenyl)-sulfonyl-2-methylthioethyl]hexane). Run in O1CCCC1 (tetrahydrofuran), CCCCCC (hexane), CN(C=O)C (dimethylformamide), C(C)OCC (diethyl ether), O (Water), O (water). Conditions: temperature -78 celsius, time 15 minute. Product: C(C)(C)(C)C1=C(C=C(C=C1)CC(C(C1CCCCC1)=S(=O)=O)(SC)C1=CC=C(C=C1)C)[N+](=O)[O-] (2-t-Butyl-5-[3-cyclohexyl-2-(4-methylphenyl)-sulfonyl-2-methylthiopropyl]-1-nitrobenzene). As a reaction SMILES: C([Li])CCC.[CH3:6][C:7]1[CH:12]=[CH:11][C:10]([CH:13]([S:24][CH3:25])[C:14](=[S:21](=[O:23])=[O:22])[CH2:15][CH2:16][CH2:17][CH2:18][CH2:19][CH3:20])=[CH:9][CH:8]=1.I[CH2:27][C:28]1[CH:29]=[CH:30][C:31]([C:37]([CH3:40])([CH3:39])[CH3:38])=[C:32]([N+:34]([O-:36])=[O:35])[CH:33]=1.[Cl-].[NH4+]>O.C(OCC)C.CN(C)C=O.O1CCCC1.CCCCCC>[C:37]([C:31]1[CH:30]=[CH:29][C:28]([CH2:27][C:13]([C:10]2[CH:9]=[CH:8][C:7]([CH3:6])=[CH:12][CH:11]=2)([S:24][CH3:25])[C:14](=[S:21](=[O:22])=[O:23])[CH:15]2[CH2:20][CH2:19][CH2:18][CH2:17][CH2:16]2)=[CH:33][C:32]=1[N+:34]([O-:36])=[O:35])([CH3:40])([CH3:38])[CH3:39] |f:3.4|. Procedure details: 3.45 ml (5.52 mmol) of a 1.6M hexane solution of butyllithium was added dropwise over a period of 5 minutes to 10 ml of a tetrahydrofuran solution containing 1.73 g (5.52 mmol) of 1-[2-(4-methylphenyl)-sulfonyl-2-methylthioethyl]hexane (prepared as described in Preparation 8), maintained at -78° C. After 15 minutes, 12 ml of a dimethylformamide solution containing 1.68 g (5.26 mmol) of 5-iodomethyl-2-t-butyl-1-nitrobenzene (prepared as described in Preparation 51) was added dropwise. The reactio... Product: CN(C(C1=CC(=CC=C1)OC1=CC=CC=C1)C1=C(NC2=CC=CC=C12)C)C (Dimethyl-[(2-methyl-1H-indol-3-yl)-(3-phenoxy-phenyl)-methyl]-amine). Reported procedure: The preparation was carried out in accordance with general synthesis instructions 4 from 2-methyl-1H-indole and (3-phenoxy-benzylidene)-dimethylammonium chloride, which had been prepared in accordance with example 44 from 3-phenoxy-benzaldehyde and dimethylamine. The reactants are CC=1NC2=CC=CC=C2C1 (2-methyl-1H-indole), [Cl-].O(C1=CC=CC=C1)C=1C=C(C=[N+](C)C)C=CC1 ((3-phenoxy-benzylidene)-dimethylammonium chloride), O(C1=CC=CC=C1)C=1C=C(C=O)C=CC1 (3-phenoxy-benzaldehyde), CNC (dimethylamine). As a reaction SMILES: [CH3:1][C:2]1[NH:3][C:4]2[C:9]([CH:10]=1)=[CH:8][CH:7]=[CH:6][CH:5]=2.[Cl-].[O:12]([C:19]1[CH:20]=[C:21]([CH:26]=[CH:27][CH:28]=1)[CH:22]=[N+:23]([CH3:25])[CH3:24])[C:13]1[CH:18]=[CH:17][CH:16]=[CH:15][CH:14]=1.O(C1C=C(C=CC=1)C=O)C1C=CC=CC=1.CNC>>[CH3:24][N:23]([CH3:25])[CH:22]([C:10]1[C:9]2[C:4](=[CH:5][CH:6]=[CH:7][CH:8]=2)[NH:3][C:2]=1[CH3:1])[C:21]1[CH:26]=[CH:27][CH:28]=[C:19]([O:12][C:13]2[CH:18]=[CH:17][CH:16]=[CH:15][CH:14]=2)[CH:20]=1 |f:1.2|. Starting materials: CC(C)(C)OC(=O)N1CCc2ccc(Cl)c(CCl)c2CC1, [Na], CN(C)C=O, Sc1cnn[nH]1. The product is CC(C)(C)OC(=O)N1CCc2ccc(Cl)c(CSc3cnn[nH]3)c2CC1. As a reaction SMILES: [C:8]([CH3:9])([CH3:10])([CH3:11])[O:12][C:13](=[O:14])[N:15]1[CH2:16][CH2:17][c:18]2[c:19]([c:22]([CH2:27][Cl:28])[c:23]([Cl:26])[cH:24][cH:25]2)[CH2:20][CH2:21]1.[Na:1].[O:29]=[CH:30][N:31]([CH3:32])[CH3:33].[nH:2]1[n:3][n:4][cH:5][c:6]1[SH:7]>>[nH:2]1[n:3][n:4][cH:5][c:6]1[S:7][CH2:27][c:22]1[c:19]2[c:18]([cH:25][cH:24][c:23]1[Cl:26])[CH2:17][CH2:16][N:15]([C:13]([O:12][C:8]([CH3:9])([CH3:10])[CH3:11])=[O:14])[CH2:21][CH2:20]2. The solvent is CO (methanol). The reactants are polycarbonate, C(=O)(OC)C1(COC(OC1)=O)C (5-Carbomethoxy-5-methyl-1,3-dioxan-2-one), OCC(C(=O)O)(C)CO (2,2-bis(hydroxymethyl)propionic acid), C(=O)(OC)C1(COC(OC1)=O)C (5-carbomethoxy-5-methyl-1,3-dioxan-2-one), polycarbonate, C(=O)(OC)C1(COC(OC1)=O)C (5-carbomethoxy-5-methyl-1,3-dioxan-2-one). Procedure: As set out hereinabove, the binder component of the dispersion of the invention is an organic polycarbonate polymer. The resulting polymer of the polymerization of 5-carbomethoxy-5-methyl-1,3-dioxan-2-one may be used as a component of the polymer binder. The polycarbonate polymer of 5-carbomethoxy-5-methyl-1,3-dioxan-2-one may be prepared as disclosed in Weilandt, K. D., Keul, H. and Hocker, H., Macromol. Chem. Phys. 197, 3851-3868 (1996). 5-Carbomethoxy-5-methyl-1,3-dioxan-2-one may be prepared... The product is OCC(C(=O)OC)(C)CO (methyl 2,2-bis(hydroxymethyl)propionate). RXN SMILES: [C:1]([C:5]1([CH3:12])[CH2:10][O:9]C(=O)[O:7][CH2:6]1)([O:3][CH3:4])=[O:2].OCC(CO)(C)C(O)=O>CO>[OH:7][CH2:6][C:5]([CH2:10][OH:9])([CH3:12])[C:1]([O:3][CH3:4])=[O:2]. The reactants are C([O-])([O-])=O.[Cs+].[Cs+] (cesium carbonate), N1C(=NC2=C1C=CC=C2)C(=O)C2=CC=C(C=C2)O ((1H-benzo[d]imidazol-2-yl)(4-hydroxyphenyl)methanone), FC1=NC=CC=C1C1CC(CC1)(O)C(F)(F)F (3-(2-fluoropyridin-3-yl)-1-(trifluoromethyl)cyclopentanol), CN1CCCC1=O (NMP). The solvent is C(C)(=O)OCC (ethyl acetate), C(C)(=O)OCC (ethyl acetate). Reaction conditions: temperature 200 celsius. Yields the product N1C(=NC2=C1C=CC=C2)C(=O)C2=CC=C(C=C2)OC2=NC=CC=C2[C@@H]2C[C@@](CC2)(C(F)(F)F)O ((1H-benzo[d]imidazol-2-yl)(4-(3-((1S,3S)-3-hydroxy-3-(trifluoromethyl)cyclopentyl)pyridin-2-yloxy)phenyl)methanone). As a reaction SMILES: C(=O)([O-])[O-].[Cs+].[Cs+].[NH:7]1[C:11]2[CH:12]=[CH:13][CH:14]=[CH:15][C:10]=2[N:9]=[C:8]1[C:16]([C:18]1[CH:23]=[CH:22][C:21]([OH:24])=[CH:20][CH:19]=1)=[O:17].F[C:26]1[C:31]([CH:32]2[CH2:36][CH2:35][C:34]([C:38]([F:41])([F:40])[F:39])([OH:37])[CH2:33]2)=[CH:30][CH:29]=[CH:28][N:27]=1.CN1C(=O)CCC1>C(OCC)(=O)C>[NH:7]1[C:11]2[CH:12]=[CH:13][CH:14]=[CH:15][C:10]=2[N:9]=[C:8]1[C:16]([C:18]1[CH:23]=[CH:22][C:21]([O:24][C:26]2[C:31]([C@H:32]3[CH2:36][CH2:35][C@@:34]([OH:37])([C:38]([F:40])([F:41])[F:39])[CH2:33]3)=[CH:30][CH:29]=[CH:28][N:27]=2)=[CH:20][CH:19]=1)=[O:17] |f:0.1.2|. Procedure details: To a vial containing cesium carbonate (1634 mg, 5.02 mmol), (1H-benzo[d]imidazol-2-yl)(4-hydroxyphenyl)methanone (717 mg, 3.01 mmol), and 3-(2-fluoropyridin-3-yl)-1-(trifluoromethyl)cyclopentanol (500 mg, 2.006 mmol) was added NMP (13.400 ml). The mixture was heated at 200° C. for 5 h with microwave irradiation. The reaction mixture was diluted with ethyl acetate and washed with 5N NaOH before drying the organic layer over magnesium sulfate, filtering, and concentrating under reduced pressure. T... Starting materials: C(#N)C1=CC=C(CN)C=C1 (p-cyanobenzylamine), C1N2CN3CN1CN(C2)C3 (hexamethylenetetramine), CO (methanol), S(O)(O)(=O)=O (sulfuric acid). The solvent is C(C)(=O)O (acetic acid), O (water). Yields the product C(#N)C1=CC=C(C=O)C=C1 (p-cyanobenzaldehyde). Isolated yield 45.0%. Reaction SMILES: [C:1]([C:3]1[CH:10]=[CH:9][C:6]([CH2:7]N)=[CH:5][CH:4]=1)#[N:2].C1N2CN3CN(C2)CN1C3.CO.S(=O)(=O)(O)[OH:24]>C(O)(=O)C.O>[C:1]([C:3]1[CH:10]=[CH:9][C:6]([CH:7]=[O:24])=[CH:5][CH:4]=1)#[N:2]. Reported procedure: 3.9 g of p-cyanobenzylamine, 4.2 g of hexamethylenetetramine, 15 ml of methanol, 15 ml of water and 8 ml of acetic acid were mixed and after adjusting the pH of the solvent to 3 by sulfuric acid, the mixture was reacted at 70° C. for 5 hours while stirring. The reaction solution was concentrated to a half amount in an evaporator and 20 ml of water was added to precipitate crystals. The crystals precipitated were collected by filtration, washed with water and dried to obtain 1.8 g (yield: 45%) of... The reactants are [BH4-], CC(C)(C=O)Nc1nc(-c2ccc(C#N)cc2)c(Cl)s1, [Li+], C1CCOC1. The product is CC(C)(CO)Nc1nc(-c2ccc(C#N)cc2)c(Cl)s1. RXN SMILES: [BH4-:21].[Cl:1][c:2]1[c:3](-[c:13]2[cH:14][cH:15][c:16]([C:17]#[N:18])[cH:19][cH:20]2)[n:4][c:5]([NH:7][C:8]([CH:9]=[O:10])([CH3:11])[CH3:12])[s:6]1.[Li+:22].[O:23]1[CH2:24][CH2:25][CH2:26][CH2:27]1>>[Cl:1][c:2]1[c:3](-[c:13]2[cH:14][cH:15][c:16]([C:17]#[N:18])[cH:19][cH:20]2)[n:4][c:5]([NH:7][C:8]([CH2:9][OH:10])([CH3:11])[CH3:12])[s:6]1. The reactants are C(C1=CC=CC=C1)C1(NC(N(C1=O)[C@H](C)C1=CC=CC=C1)=O)C(=O)[O-].[Li+] (Lithium 4-benzyl-2,5-dioxo-1-[(1R)-1-phenylethyl]imidazolidine-4-carboxylate), ClC=1C=C(C(=CC1)N)N (4-chlorobenzene-1,2-diamine), C(C)(C)N(C(C)C)CC (N,N-diisopropylethylamine), O-(7-azabensotriazol-1yl)-N,N,N′,N′-tetramethyluronium hexafluorophosphate. Run in CN(C=O)C (N,N-dimethylformamide), C(C)(=O)OCC (ethyl acetate). Reaction conditions: temperature 80 celsius, time 16 hour. The product is C(C1=CC=CC=C1)[C@]1(C(N(C(N1)=O)[C@H](C)C1=CC=CC=C1)=O)C1=NC2=C(N1)C=C(C=C2)Cl ((5R)-5-benzyl-5-(6-chloro-1H-benzimidazol-2-yl)-3-[(1R)-1-phenylethyl]imidazolidine-2,4-dione). As a reaction SMILES: [CH2:1]([C:8]1([C:23]([O-])=O)[C:12](=[O:13])[N:11]([C@@H:14]([C:16]2[CH:21]=[CH:20][CH:19]=[CH:18][CH:17]=2)[CH3:15])[C:10](=[O:22])[NH:9]1)[C:2]1[CH:7]=[CH:6][CH:5]=[CH:4][CH:3]=1.[Li+].[Cl:27][C:28]1[CH:29]=[C:30]([NH2:35])[C:31]([NH2:34])=[CH:32][CH:33]=1.C(N(CC)C(C)C)(C)C>CN(C)C=O.C(OCC)(=O)C>[CH2:1]([C@:8]1([C:23]2[NH:35][C:30]3[CH:29]=[C:28]([Cl:27])[CH:33]=[CH:32][C:31]=3[N:34]=2)[NH:9][C:10](=[O:22])[N:11]([C@@H:14]([C:16]2[CH:21]=[CH:20][CH:19]=[CH:18][CH:17]=2)[CH3:15])[C:12]1=[O:13])[C:2]1[CH:3]=[CH:4][CH:5]=[CH:6][CH:7]=1 |f:0.1|. Procedure details: To the product from Step D (200 mg, 0.581 mmol), 4-chlorobenzene-1,2-diamine (91 mg, 0.639 mmol) in N,N-dimethylformamide (2.5 ml) was added N,N-diisopropylethylamine (0.152 mL, 0.871 mmol) and O-(7-azabensotriazol-1yl)-N,N,N′,N′-tetramethyluronium hexafluorophosphate (265 mg, 0.697 mmol) sequentially. The reaction mixture was stirred for 16 h, diluted with ethyl acetate (50 mL), washed with water (2×10 mL), saturated aqueous brine (1×10 mL), dried with anhydrous sodium sulfate, filtered and the... Reactants: stannous chloride dihydrate, NC1=C(C(=O)C2CCN(CC2)C)C=C(C=C1)[N+](=O)[O-] (4-(2-amino-5-nitrobenzoyl)-1-methylpiperidine), N(=O)[O-].[Na+] (sodium nitrite), [OH-].[Na+] (sodium hydroxide), diazonium salt. Run in Cl (hydrochloric acid), Cl (hydrochloric acid), O (water). Conditions: temperature -3 celsius, time 2 hour. Product: [N+](=O)([O-])C=1C=C2C(=NNC2=CC1)C1CCN(CC1)C (5-Nitro-3-(1-Methylpiperidin-4-yl)-1H-Indazole). The yield is 73.3%. RXN SMILES: [NH2:1][C:2]1[CH:16]=[CH:15][C:14]([N+:17]([O-:19])=[O:18])=[CH:13][C:3]=1[C:4]([CH:6]1[CH2:11][CH2:10][N:9]([CH3:12])[CH2:8][CH2:7]1)=O.[N:20]([O-])=O.[Na+].[OH-].[Na+]>Cl.O>[N+:17]([C:14]1[CH:13]=[C:3]2[C:2](=[CH:16][CH:15]=1)[NH:1][N:20]=[C:4]2[CH:6]1[CH2:11][CH2:10][N:9]([CH3:12])[CH2:8][CH2:7]1)([O-:19])=[O:18] |f:1.2,3.4|. Procedure details: To a −5° C. solution of 4-(2-amino-5-nitrobenzoyl)-1-methylpiperidine (570 mg, 2.2 mmol) in 9.6N aqueous hydrochloric acid (10 mL) was added dropwise a solution of sodium nitrite (164 mg, 2.4 mmol) in water (3 mL). This resulting diazonium salt solution was stirred 10 minutes at −5° C. then added dropwise to a −5° C. solution of stannous chloride dihydrate (1.95 g, 8.6 mmol) in 12N aqueous hydrochloric acid (6 mL). The resulting solution was stirred 2 hours at −3° C., basified with 1N aqueous so...